The task is: describe an organic reaction: reactants, conditions, products, and yield. This data is from the Open Reaction Database (ORD), a public repository of structured organic reaction records. Starting materials: amide, C(C)N1C(=CC2=C(C=CC=C12)OCC)C(=O)O (N-ethyl-4-ethoxy-indole-2-carboxylic acid), C(C)(C)(C)OC(=O)N1C[C@H](CC1)OC1=CC=C(C=C1)N ((S)-3-(4-amino-phenoxy)-pyrrolidine-1-carboxylic acid tert-butyl ester). Yields the product C(C)(C)(C)OC(=O)N1C[C@H](CC1)OC1=CC=C(C=C1)NC(=O)C=1N(C2=CC=CC(=C2C1)OCC)CC ((S)-3-{4-[(4-ethoxy-1-ethyl-1H-indole-2-carbonyl)-amino]-phenoxy}-pyrrolidine-1-carboxylic acid tert-butyl ester). RXN SMILES: [CH2:1]([N:3]1[C:11]2[C:6](=[C:7]([O:12][CH2:13][CH3:14])[CH:8]=[CH:9][CH:10]=2)[CH:5]=[C:4]1[C:15]([OH:17])=O)[CH3:2].[C:18]([O:22][C:23]([N:25]1[CH2:29][CH2:28][C@H:27]([O:30][C:31]2[CH:36]=[CH:35][C:34]([NH2:37])=[CH:33][CH:32]=2)[CH2:26]1)=[O:24])([CH3:21])([CH3:20])[CH3:19]>>[C:18]([O:22][C:23]([N:25]1[CH2:29][CH2:28][C@H:27]([O:30][C:31]2[CH:36]=[CH:35][C:34]([NH:37][C:15]([C:4]3[N:3]([CH2:1][CH3:2])[C:11]4[C:6]([CH:5]=3)=[C:7]([O:12][CH2:13][CH3:14])[CH:8]=[CH:9][CH:10]=4)=[O:17])=[CH:33][CH:32]=2)[CH2:26]1)=[O:24])([CH3:21])([CH3:19])[CH3:20]. Reported procedure: The above nitro compound was hydrogenated under conditions as described in previous intermediate to provide (S)-3-(4-amino-phenyloxy)-pyrrolidine-1-carboxylic acid tert-butyl ester. The amide formation of N-ethyl-4-ethoxy-indole-2-carboxylic acid with (S)-3-(4-amino-phenoxy)-pyrrolidine-1-carboxylic acid tert-butyl ester under the same conditions as described in earlier intermediates preparation provided (S)-3-{4-[(4-ethoxy-1-ethyl-1H-indole-2-carbonyl)-amino]-phenoxy}-pyrrolidine-1-carboxylic a...